This data is from the Open Reaction Database (ORD), a public repository of structured organic reaction records. The task is: describe an organic reaction: reactants, conditions, products, and yield The reactants are Compound 37, CC1(C(N(C(N1CCOCCOCCSCCCC(C(F)(F)F)(F)F)=O)C1=CC(=C(C=C1)[N+](=O)[O-])C(F)(F)F)=O)C (5,5-dimethyl-3-[4-nitro-3-(trifluoromethyl)phenyl]-1-[2-(2-{2-[(4,4,5,5,5-pentafluoropentyl)sulphanyl]ethoxy}ethoxy)ethyl]imidazolidine-2,4-dione), CC1(C(N(C(N1CCCCCCCCCSCCCC(C(F)(F)F)(F)F)=O)C1=CC(=C(C=C1)[N+](=O)[O-])C(F)(F)F)=O)C (5,5-dimethyl-3-[4-nitro-3-(trifluoromethyl)phenyl]-1-{9-[(4,4,5,5,5-pentafluoropentyl)thio]nonyl}imidazolidine-2,4-dione). Yields the product CC1(C(N(C(N1CCOCCOCCS(=O)CCCC(C(F)(F)F)(F)F)=O)C1=CC(=C(C=C1)[N+](=O)[O-])C(F)(F)F)=O)C (5,5-dimethyl-3-[4-nitro-3-(trifluoromethyl)phenyl]-1-[2-(2-{2-[(4,4,5,5,5-pentafluoropentyl)sulphinyl]ethoxy}ethoxy)ethyl]imidazolidine-2,4-dione). The yield is 88.0%. Reaction SMILES: [CH3:1][C:2]1([CH3:41])[N:6]([CH2:7][CH2:8][O:9][CH2:10][CH2:11][O:12][CH2:13][CH2:14][S:15][CH2:16][CH2:17][CH2:18][C:19]([F:25])([F:24])[C:20]([F:23])([F:22])[F:21])[C:5](=[O:26])[N:4]([C:27]2[CH:32]=[CH:31][C:30]([N+:33]([O-:35])=[O:34])=[C:29]([C:36]([F:39])([F:38])[F:37])[CH:28]=2)[C:3]1=[O:40].CC1(C)N(CCCCCCCCCSCCCC(F)(F)C(F)(F)F)C(=[O:68])N(C2C=CC([N+]([O-])=O)=C(C(F)(F)F)C=2)C1=O>>[CH3:1][C:2]1([CH3:41])[N:6]([CH2:7][CH2:8][O:9][CH2:10][CH2:11][O:12][CH2:13][CH2:14][S:15]([CH2:16][CH2:17][CH2:18][C:19]([F:24])([F:25])[C:20]([F:23])([F:22])[F:21])=[O:68])[C:5](=[O:26])[N:4]([C:27]2[CH:32]=[CH:31][C:30]([N+:33]([O-:35])=[O:34])=[C:29]([C:36]([F:38])([F:39])[F:37])[CH:28]=2)[C:3]1=[O:40]. Reported procedure: Compound 37 described below was synthesized according to a method similar to that described in Example 2 using compound 36 as starting reagent replacing 5,5-dimethyl-3-[4-nitro-3-(trifluoromethyl)phenyl]-1-{9-[(4,4,5,5,5-pentafluoropentyl)thio]nonyl}imidazolidine-2,4-dione. The expected compound is obtained in the form of a pale yellow oil with a yield of 88%. Reactants: C(=O)(O)CN1[C@H](C(=O)N(C([C@@H](N)[C@@H](C)CC)=O)CC2=CC=CC=C2)CCC1 (L-isoleucine, N-[1-(carboxymethyl)-L-prolyl] benzylamide), 4-N,N-dimethylaminopyridine, C1(CCCCC1)N=C=NC1CCCCC1 (1,3-dicyclohexylcarbodiimide), C(\C=C\C1=CC=CC=C1)O (trans cinnamyl alcohol). Run in ClCCl (dichloromethane). The product is C1(=CC=CC=C1)C=CCOC(CN1[C@H](C(=O)N(C([C@@H](N)[C@@H](C)CC)=O)CC2=CC=CC=C2)CCC1)=O (L-isoleucine, N-[1-(2-(3-phenyl-2-propen-1-oxy)-2 -oxoethyl)-L-prolyl] benzylamide). Yield: 38.3%. Reaction SMILES: [C:1]([CH2:4][N:5]1[CH2:27][CH2:26][CH2:25][C@H:6]1[C:7]([N:9]([CH2:18][C:19]1[CH:24]=[CH:23][CH:22]=[CH:21][CH:20]=1)[C:10](=[O:17])[C@H:11]([C@H:13]([CH2:15][CH3:16])[CH3:14])[NH2:12])=[O:8])([OH:3])=[O:2].C1(N=C=NC2CCCCC2)CCCCC1.[CH2:43](O)/[CH:44]=[CH:45]/[C:46]1[CH:51]=[CH:50][CH:49]=[CH:48][CH:47]=1>ClCCl>[C:46]1([CH:45]=[CH:44][CH2:43][O:2][C:1](=[O:3])[CH2:4][N:5]2[CH2:27][CH2:26][CH2:25][C@H:6]2[C:7]([N:9]([CH2:18][C:19]2[CH:24]=[CH:23][CH:22]=[CH:21][CH:20]=2)[C:10](=[O:17])[C@H:11]([C@H:13]([CH2:15][CH3:16])[CH3:14])[NH2:12])=[O:8])[CH:51]=[CH:50][CH:49]=[CH:48][CH:47]=1. Procedure: Using the procedure described previously, a solution of L-isoleucine, N-[1-(carboxymethyl)-L-prolyl] benzylamide (65 mg, 0.17 mmol), 4-N,N-dimethylaminopyridine (12.5 mg, 0.10 mmol, 0.6 eq), 1,3-dicyclohexylcarbodiimide (64 mg, 0.31 mmol, 1.8 eq) in dichloromethane (5.0 mL) was treated with trans cinnamyl alcohol (29 uL, 0.22 mmol, 1.3 eq). After TLC indicated the reaction was complete, the mixture was purified by HPLC to provide 32 mg (38%) of L-isoleucine, N-[1-(2-(3-phenyl-2-propen-1-oxy)-2 -... The reactants are OO (hydrogen peroxide), S(=O)([O-])[O-].[Na+].[Na+] (sodium sulfite), C(C1=CC=CC=C1)[C@@H]1N(C(OC1)=O)C([C@H]([C@@H](CCCCC1=CC=CC=C1)O)C)=O (4-(S)-Benzyl-3-(3-(R)-hydroxy-2-(S)-methyl-7-phenylheptanoyl)oxazolidin-2-one), O.[OH-].[Li+] (lithium hydroxide monohydrate). The solvent is O (water), C1CCOC1.O (THF water), O (water). Run at temperature 0 celsius, time 1 hour. The product is O[C@@H]([C@@H](C(=O)O)C)CCCCC1=CC=CC=C1 ((+)-(2S, 3R)-3-hydroxy-2-methyl-7-phenylheptanoic acid). The yield is 83.7%. Reaction SMILES: C([C@H]1COC(=O)N1[C:14](=[O:29])[C@@H:15]([CH3:28])[C@H:16]([OH:27])[CH2:17][CH2:18][CH2:19][CH2:20][C:21]1[CH:26]=[CH:25][CH:24]=[CH:23][CH:22]=1)C1C=CC=CC=1.OO.O.[OH-].[Li+].S([O-])([O-])=[O:36].[Na+].[Na+]>C1COCC1.O.O>[OH:27][C@H:16]([CH2:17][CH2:18][CH2:19][CH2:20][C:21]1[CH:22]=[CH:23][CH:24]=[CH:25][CH:26]=1)[C@H:15]([CH3:28])[C:14]([OH:29])=[O:36] |f:2.3.4,5.6.7,8.9|. Reported procedure: 4-(S)-Benzyl-3-(3-(R)-hydroxy-2-(S)-methyl-7-phenylheptanoyl)oxazolidin-2-one (7.64 g, 19 mmol) is dissolved in 4:1 THF-water (100 mL) and cooled to 0° C. To this is added 30% hydrogen peroxide (8.2 mL, 80 mmol) over 5 minutes, followed by lithium hydroxide monohydrate (1.3 g, 32 mmol) in water (40 mL) added dropwise over 10 minutes, keeping the reaction temperature <10° C. This mixture is stirred for 1 hour. Then sodium sulfite (10 g, 80 mmol), in 60 mL of water, is added carefully to keep the ... Starting materials: C(CCCCCC)C1=CC=C(C(=O)Cl)C=C1 (4-n-heptylbenzoyl chloride), C([O-])([O-])=O.[K+].[K+] (potassium carbonate), OC=1C=NC(=NC1)C1=CC=C(C=C1)CCCCCCCC (5-hydroxy-2-(4-n-octylphenyl)pyrimidine). Run in CN(C=O)C (dimethylformamide). Yields the product C(CCCCCC)C1=CC=C(C(=O)OC=2C=NC(=NC2)C2=CC=C(C=C2)CCCCCCCC)C=C1 (2-(4-n-octylphenyl)-pyrimidin-5-yl 4-n-heptylbenzoate). RXN SMILES: [OH:1][C:2]1[CH:3]=[N:4][C:5]([C:8]2[CH:13]=[CH:12][C:11]([CH2:14][CH2:15][CH2:16][CH2:17][CH2:18][CH2:19][CH2:20][CH3:21])=[CH:10][CH:9]=2)=[N:6][CH:7]=1.[CH2:22]([C:29]1[CH:37]=[CH:36][C:32]([C:33](Cl)=[O:34])=[CH:31][CH:30]=1)[CH2:23][CH2:24][CH2:25][CH2:26][CH2:27][CH3:28].C(=O)([O-])[O-].[K+].[K+]>CN(C)C=O>[CH2:22]([C:29]1[CH:30]=[CH:31][C:32]([C:33]([O:1][C:2]2[CH:7]=[N:6][C:5]([C:8]3[CH:13]=[CH:12][C:11]([CH2:14][CH2:15][CH2:16][CH2:17][CH2:18][CH2:19][CH2:20][CH3:21])=[CH:10][CH:9]=3)=[N:4][CH:3]=2)=[O:34])=[CH:36][CH:37]=1)[CH2:23][CH2:24][CH2:25][CH2:26][CH2:27][CH3:28] |f:2.3.4|. Procedure: A mixture of 0.65 g of 5-methoxy-2-(4-n-octyl-phenyl)-pyrimidine [can be obtained by condensation of methyl β-hydroxy-α-methoxyacrylate with 4-n-octylbenzamidine hydrochloride, reaction of the 4-hydroxy-5-methoxypyrimidine obtained with P2S5 and reduction of the 4-mercaptopyrimidine obtained with a Raney nickel according to J. H. Chesterfield et al., J. Chem. Soc. 4590 (1960)] and 1.0 g of KOH in 15 ml of ethylene glycol are boiled for 10 hours. 10 ml of water are added to the cooled solution, w... The reactants are [OH-].[Na+] (sodium hydroxide), C(C)OC(CSC1=CN=C(S1)NC(=O)N([C@@H]1CC[C@H](CC1)COC1=CC=CC=C1)C1CCCCC1)=O ({2-[3-cyclohexyl-3-(trans-4-phenoxymethyl-cyclohexyl)-ureido]-thiazol-5-ylsulfanyl}-acetic acid ethyl ester), Cl (hydrochloric acid). The solvent is O1CCCC1 (tetrahydrofuran). Conditions: time 2 hour. Yields the product C1(CCCCC1)N(C(NC=1SC(=CN1)SCC(=O)O)=O)[C@@H]1CC[C@H](CC1)COC1=CC=CC=C1 ({2-[3-Cyclohexyl-3-(trans-4-phenoxymethyl-cyclohexyl)-ureido]-thiazol-5-ylsulfanyl}-acetic acid). Yield: 96.3%. As a reaction SMILES: C([O:3][C:4](=[O:36])[CH2:5][S:6][C:7]1[S:11][C:10]([NH:12][C:13]([N:15]([CH:30]2[CH2:35][CH2:34][CH2:33][CH2:32][CH2:31]2)[C@H:16]2[CH2:21][CH2:20][C@H:19]([CH2:22][O:23][C:24]3[CH:29]=[CH:28][CH:27]=[CH:26][CH:25]=3)[CH2:18][CH2:17]2)=[O:14])=[N:9][CH:8]=1)C.[OH-].[Na+].Cl>O1CCCC1>[CH:30]1([N:15]([C@H:16]2[CH2:21][CH2:20][C@H:19]([CH2:22][O:23][C:24]3[CH:29]=[CH:28][CH:27]=[CH:26][CH:25]=3)[CH2:18][CH2:17]2)[C:13](=[O:14])[NH:12][C:10]2[S:11][C:7]([S:6][CH2:5][C:4]([OH:36])=[O:3])=[CH:8][N:9]=2)[CH2:31][CH2:32][CH2:33][CH2:34][CH2:35]1 |f:1.2|. Procedure details: 80 mg of {2-[3-cyclohexyl-3-(trans-4-phenoxymethyl-cyclohexyl)-ureido]-thiazol-5-ylsulfanyl}-acetic acid ethyl ester was dissolved in tetrahydrofuran (1 mL) and 1N sodium hydroxide (1 mL) was added. Stirred at room temperature for 2 h then acidified with 1N hydrochloric acid. White precipitate filtered and dried to give the title compound (73 mg) The reactants are C(C)(=O)O (acetic acid), C(CCC)[Li] (Butyllithium), C(C)(C)NC(C)C (diisopropylamine), FC(COC1=CC=C(C=C1)C(=O)CC1=CC=CC=C1)(F)F (benzyl 4-(2,2,2-trifluoroethoxy)phenyl ketone), ice water. Run in O1CCCC1 (tetrahydrofuran), CCCCCC (hexane), O1CCCC1 (tetrahydrofuran). Reaction conditions: temperature 0 celsius, time 30 minute. Yields the product FC(=COC1=CC=C(C=C1)C(=O)CC1=CC=CC=C1)F (benzyl 4-(2,2-difluorovinyloxy)phenyl ketone). As a reaction SMILES: C([Li])CCC.C(NC(C)C)(C)C.[F:13][C:14](F)([F:32])[CH2:15][O:16][C:17]1[CH:22]=[CH:21][C:20]([C:23]([CH2:25][C:26]2[CH:31]=[CH:30][CH:29]=[CH:28][CH:27]=2)=[O:24])=[CH:19][CH:18]=1.C(O)(=O)C>CCCCCC.O1CCCC1>[F:13][C:14]([F:32])=[CH:15][O:16][C:17]1[CH:18]=[CH:19][C:20]([C:23]([CH2:25][C:26]2[CH:31]=[CH:30][CH:29]=[CH:28][CH:27]=2)=[O:24])=[CH:21][CH:22]=1. Procedure details: Butyllithium (190 ml; 1.6N) in hexane was added, dropwise, to diisopropylamine (30.4 g; 0.3 mol) in tetrahydrofuran (400 ml) kept under nitrogen at 0° C. The mixture was stirred for 30 minutes at 0° C. and then cooled to -70° C. At this temperature benzyl 4-(2,2,2-trifluoroethoxy)phenyl ketone, dissolved in tetrahydrofuran (70 ml) was slowly added, dropwise, to the reaction mixture. The solution became deep red. The mixture was then stirred at -70° C. for an hour and acetic acid (20 ml) was adde... Starting materials: C(C)(C)C1=CC(=NN1)C(=O)O (5-isopropylpyrazol-3-carboxylic acid), [N+](=O)(O)[O-] (nitric acid), ice, ice water. Solvent: S(O)(O)(=O)=O (sulphuric acid). Reaction conditions: time 1 hour. The product is C(C)(C)C1=C(C(=NN1)C(=O)O)[N+](=O)[O-] (5-isopropyl-4-nitropyrazole-3-carboxylic acid). Yield: 76.0%. RXN SMILES: [CH:1]([C:4]1[NH:8][N:7]=[C:6]([C:9]([OH:11])=[O:10])[CH:5]=1)([CH3:3])[CH3:2].[N+:12]([O-])([OH:14])=[O:13]>S(=O)(=O)(O)O>[CH:1]([C:4]1[NH:8][N:7]=[C:6]([C:9]([OH:11])=[O:10])[C:5]=1[N+:12]([O-:14])=[O:13])([CH3:3])[CH3:2]. Procedure details: To an ice-cooled and stirred solution of 2.9 g (18.8 mmol) 5-isopropylpyrazol-3-carboxylic acid II (lit.: Baraldi P. G. et al: Farmaco, 46, 1337 (1991); mp=136-140° C.) in fuming sulphuric acid (65%) the nitric acid (65%) was added portion wise. The stirring was continued for 1 h at room temperature and then another 3 h at 104° C. temperature and then poured into ice-water. The white precipitate of product was filtered and crystallized from water; (yield 76%); mp=139-142° C.; 1H NMR (300 MHz, DM... Reactants: NC=1C=NC=CC1N1CC(CCC1)NC(OC(C)(C)C)=O (tert-butyl 1-(3-aminopyridin-4-yl)piperidin-3-ylcarbamate), C(C)(C)(C)OC(=O)N1CC(CC1)C=1SC(=C(N1)C(=O)O)NC(=O)OC(C)(C)C (2-(1-(tert-butoxycarbonyl)pyrrolidin-3-yl)-5-(tert-butoxycarbonylamino)thiazole-4-carboxylic acid). Yields the product NC1=C(N=C(S1)C1CNCC1)C(=O)NC=1C=NC=CC1N1CC(CCC1)N (5-amino-N-(4-(3-aminopiperidin-1-yl)pyridin-3-yl)-2-(pyrrolidin-3-yl)thiazole-4-carboxamide). Yield: 32.0%. As a reaction SMILES: [NH2:1][C:2]1[CH:3]=[N:4][CH:5]=[CH:6][C:7]=1[N:8]1[CH2:13][CH2:12][CH2:11][CH:10]([NH:14]C(=O)OC(C)(C)C)[CH2:9]1.C(OC([N:29]1[CH2:33][CH2:32][CH:31]([C:34]2[S:35][C:36]([NH:42]C(OC(C)(C)C)=O)=[C:37]([C:39](O)=[O:40])[N:38]=2)[CH2:30]1)=O)(C)(C)C>>[NH2:42][C:36]1[S:35][C:34]([CH:31]2[CH2:32][CH2:33][NH:29][CH2:30]2)=[N:38][C:37]=1[C:39]([NH:1][C:2]1[CH:3]=[N:4][CH:5]=[CH:6][C:7]=1[N:8]1[CH2:13][CH2:12][CH2:11][CH:10]([NH2:14])[CH2:9]1)=[O:40]. Procedure details: Followed the procedure as described in EXAMPLE 1, starting with tert-butyl 1-(3-aminopyridin-4-yl)piperidin-3-ylcarbamate and 2-(1-(tert-butoxycarbonyl)pyrrolidin-3-yl)-5-(tert-butoxycarbonylamino)thiazole-4-carboxylic acid. Obtained the desired product as a white solid (13.5 mg, 32%). 1H NMR (500 MHz, DMSO) δ 9.38 (s, 1H), 8.18 (d, J=5.2 Hz, 1H), 7.26 (s, 2H), 7.09 (d, J=5.2 Hz, 1H), 3.08 (d, J=10.9 Hz, 2H), 2.96 (d, J=11.4 Hz, 4H), 2.62 (d, J=17.6 Hz, 1H), 2.43-2.36 (m, 1H), 2.15 (s, 1H), 1.82... Starting materials: CCOC(=O)C(Cc1ccc(NC(=O)c2c(Cl)cncc2Cl)cc1)c1ccc(OC)c(N(CC(C)C)C(=O)C(C)(C)C)c1, CO, [Na+], C1CCOC1, [OH-]. The product is COc1ccc(C(Cc2ccc(NC(=O)c3c(Cl)cncc3Cl)cc2)C(=O)O)cc1N(CC(C)C)C(=O)C(C)(C)C. As a reaction SMILES: [CH2:1]([CH3:2])[O:3][C:4]([CH:5]([CH2:6][c:7]1[cH:8][cH:9][c:10]([NH:13][C:14](=[O:15])[c:16]2[c:17]([Cl:23])[cH:18][n:19][cH:20][c:21]2[Cl:22])[cH:11][cH:12]1)[c:24]1[cH:25][c:26]([N:32]([CH2:33][CH:34]([CH3:35])[CH3:36])[C:37]([C:38]([CH3:39])([CH3:40])[CH3:41])=[O:42])[c:27]([O:30][CH3:31])[cH:28][cH:29]1)=[O:43].[CH3:46][OH:47].[Na+:45].[O:48]1[CH2:49][CH2:50][CH2:51][CH2:52]1.[OH-:44]>>[O:3]=[C:4]([CH:5]([CH2:6][c:7]1[cH:8][cH:9][c:10]([NH:13][C:14](=[O:15])[c:16]2[c:17]([Cl:23])[cH:18][n:19][cH:20][c:21]2[Cl:22])[cH:11][cH:12]1)[c:24]1[cH:25][c:26]([N:32]([CH2:33][CH:34]([CH3:35])[CH3:36])[C:37]([C:38]([CH3:39])([CH3:40])[CH3:41])=[O:42])[c:27]([O:30][CH3:31])[cH:28][cH:29]1)[OH:43]. The reactants are CC1(OCC(O1)CO)C (D-Acetone glycerol), L-Acetone glycerol, [OH-].[K+] (potassium hydroxide), C(CCCCCCCCCCCCCCC)Br (hexadecyl bromide). Run in C1=CC=CC=C1 (benzene), CCOCC (ether). Product: C(CCCCCCCCCCCCCCC)OCC(O)CO (1-hexadecyl-glyceryl ether). The yield is 77.2%. Reaction SMILES: C[C:2]1([CH3:9])[O:6][CH:5]([CH2:7][OH:8])[CH2:4][O:3]1.[OH-].[K+].[CH2:12](Br)[CH2:13][CH2:14][CH2:15][CH2:16][CH2:17][CH2:18][CH2:19][CH2:20][CH2:21][CH2:22][CH2:23][CH2:24][CH2:25]CC>C1C=CC=CC=1.CCOCC>[CH2:2]([O:3][CH2:4][CH:5]([CH2:7][OH:8])[OH:6])[CH2:9][CH2:25][CH2:24][CH2:23][CH2:22][CH2:21][CH2:20][CH2:19][CH2:18][CH2:17][CH2:16][CH2:15][CH2:14][CH2:13][CH3:12] |f:1.2|. Reported procedure: D-Acetone glycerol (4 grams) for synthesis of L-ALLE or L-Acetone glycerol for synthesis of D-ALLE, powdered potassium hydroxide (approximately 10 grams) and hexadecyl bromide (9.3 grams) in benzene (100 ml) were stirred and refluxed for 5 hours, while removing the water formed by azeotropic distillation (compare W. J. Baumann and H. K. Mangold, J. Org. Chem. 29: 3055, 1964 and F. Paltauf, Monatsh. 99:1277, 1968). The volume of the solvent was gradually reduced to about 20 ml, and the resulting ...